The task is: describe an organic reaction: reactants, conditions, products, and yield. This data is from the Open Reaction Database (ORD), a public repository of structured organic reaction records. Starting materials: C(C)P(CC)CC (triethylphosphine), BrCCCBr (1,3-dibromopropane). The solvent is C(C)#N (acetonitrile). The product is [Br-].BrCCC[P+](CC)(CC)CC ((3-Bromo)propyltriethylphosphonium bromide). Reaction SMILES: [CH2:1]([P:3]([CH2:6][CH3:7])[CH2:4][CH3:5])[CH3:2].[Br:8][CH2:9][CH2:10][CH2:11]Br>C(#N)C>[Br-:8].[Br:8][CH2:9][CH2:10][CH2:11][P+:3]([CH2:6][CH3:7])([CH2:4][CH3:5])[CH2:1][CH3:2] |f:3.4|. Procedure: The solution of 0.591 ml (0.473 g, 4.00 mmol) of triethylphosphine in 5 ml of acetonitrile was added to the refluxing solution of 4.04 g (20.0 mmol) of 1,3-dibromopropane in 15 ml of acetronitrile over 1 hr. under argon atmosphere. After the addition was completed, the reaction mixture was refluxed for another 6 hrs. After being cooled, acetonitrile was evaporated, 15 ml of ethyl acetate was then introduced into the residue. After being stored in refrigerator for a couple of hours, the highly hy... The reactants are C1CCNC1, [Cl-], ClCCl, CN(C)C=O, CC(C)CN(C)c1cc2c(cc1C(F)(F)F)NC(=O)CC(c1cccc(-n3nncc3CO)c1)=N2, O=S(Cl)Cl. The product is CC(C)CN(C)c1cc2c(cc1C(F)(F)F)NC(=O)CC(c1cccc(-n3nncc3CN3CCCC3)c1)=N2. As a reaction SMILES: [CH2:41]1[CH2:42][CH2:43][NH:44][CH2:45]1.[Cl-:40].[Cl:46][CH2:47][Cl:48].[O:49]=[CH:50][N:51]([CH3:52])[CH3:53].[OH:1][CH2:2][c:3]1[cH:4][n:5][n:6][n:7]1-[c:8]1[cH:9][c:10]([C:14]2=[N:15][c:16]3[c:17]([cH:22][c:23]([C:32]([F:33])([F:34])[F:35])[c:24]([N:26]([CH3:27])[CH2:28][CH:29]([CH3:30])[CH3:31])[cH:25]3)[NH:18][C:19](=[O:21])[CH2:20]2)[cH:11][cH:12][cH:13]1.[S:36]([Cl:37])([Cl:38])=[O:39]>>[CH2:2]([c:3]1[cH:4][n:5][n:6][n:7]1-[c:8]1[cH:9][c:10]([C:14]2=[N:15][c:16]3[c:17]([cH:22][c:23]([C:32]([F:33])([F:34])[F:35])[c:24]([N:26]([CH3:27])[CH2:28][CH:29]([CH3:30])[CH3:31])[cH:25]3)[NH:18][C:19](=[O:21])[CH2:20]2)[cH:11][cH:12][cH:13]1)[N:44]1[CH2:43][CH2:42][CH2:41][CH2:45]1. The reactants are CNS(=O)(=O)C (N-methylmethanesulphonamide), C(CCC)[Li] (n-butyl lithium), FC1=CC(=C(C(=O)OC)C=C1)NC (methyl 4-fluoro-2-methylaminobenzoate). The product is FC1=CC(=C(C=C1)C(CS(NC)(=O)=O)=O)NC (1-(4-fluoro-2-methylaminophenyl)-2-(N-methylsulphamoyl)ethanone). RXN SMILES: [CH3:1][NH:2][S:3]([CH3:6])(=[O:5])=[O:4].C([Li])CCC.[F:12][C:13]1[CH:22]=[CH:21][C:16]([C:17](OC)=[O:18])=[C:15]([NH:23][CH3:24])[CH:14]=1>>[F:12][C:13]1[CH:22]=[CH:21][C:16]([C:17](=[O:18])[CH2:6][S:3](=[O:5])(=[O:4])[NH:2][CH3:1])=[C:15]([NH:23][CH3:24])[CH:14]=1. Procedure details: In a similar manner to that described in Example 12(a), N-methylmethanesulphonamide was reacted with n-butyl lithium and the product reacted with methyl 4-fluoro-2-methylaminobenzoate to give the novel compound 1-(4-fluoro-2-methylaminophenyl)-2-(N-methylsulphamoyl)ethanone, m.p. 140°-142°.